Dataset: the Open Reaction Database (ORD), a public repository of structured organic reaction records. Task: describe an organic reaction: reactants, conditions, products, and yield Reactants: CC(=O)Cl, CCN(C(C)C)C(C)C, CCOC(C)=O, Fc1ccc(Nc2nc(Cl)nc3c2N=C(Cl)NC3)cc1Cl. The product is CC(=O)N1Cc2nc(Cl)nc(Nc3ccc(F)c(Cl)c3)c2N=C1Cl. As a reaction SMILES: [C:1]([CH3:2])(=[O:3])[Cl:4].[CH2:26]([N:27]([CH:28]([CH3:29])[CH3:30])[CH:31]([CH3:32])[CH3:33])[CH3:34].[CH3:35][CH2:36][O:37][C:38](=[O:39])[CH3:40].[Cl:5][c:6]1[cH:7][c:8]([NH:13][c:14]2[c:15]3[c:16]([n:17][c:18]([Cl:20])[n:19]2)[CH2:21][NH:22][C:23]([Cl:25])=[N:24]3)[cH:9][cH:10][c:11]1[F:12]>>[C:1]([CH3:2])(=[O:3])[N:22]1[CH2:21][c:16]2[c:15]([c:14]([NH:13][c:8]3[cH:7][c:6]([Cl:5])[c:11]([F:12])[cH:10][cH:9]3)[n:19][c:18]([Cl:20])[n:17]2)[N:24]=[C:23]1[Cl:25]. RXN SMILES: O[C:2]1[CH:12]=[CH:11][C:5]([CH:6]=[CH:7]C(O)=O)=[CH:4][CH:3]=1.[C:13](=[O:16])([O-])[O-:14].[K+].[K+].S([O:24][CH3:25])(OC)(=O)=O.[CH3:26]C(C)=O>>[CH3:26][O:14][C:13](=[O:16])[CH:7]=[CH:6][C:5]1[CH:11]=[CH:12][C:2]([O:24][CH3:25])=[CH:3][CH:4]=1 |f:1.2.3|. The product is COC(C=CC1=CC=C(C=C1)OC)=O (methyl-4-methoxycinnamate). Yield: 99.0%. Run at time 15 minute. Procedure details: p-Hydroxycinnamic acid (10.0 g, 61 mmol) was dissolved in 200 mL of acetone. Potassium carbonate (58.7 g, 213 mmol) was added at room temperature. After 15 mins, dimethyl sulfate (16.4 mL, 213 mmol) was added at room temperature under Argon and then heated under reflux under an Argon atmosphere for 8 hours. The solid was filtered off and then 50 mL of water was added to the filtrates. The solvent was evaporated under reduced pressure and the mixture was extracted two times with 200 mL of ethyl a... Reactants: C([O-])([O-])=O.[K+].[K+] (Potassium carbonate), OC1=CC=C(C=CC(=O)O)C=C1 (p-Hydroxycinnamic acid), CC(=O)C (acetone), S(=O)(=O)(OC)OC (dimethyl sulfate). Starting materials: CC(C)(C)OC(=O)N1CCCC1(Cc1ccccc1)C(=O)c1ccc2[nH]ccc2c1, CO, Cl, [Na+], [OH-]. RXN SMILES: [C:1]([O:2][C:3](=[O:4])[N:8]1[C:9]([C:13](=[O:14])[c:15]2[cH:16][c:17]3[cH:18][cH:19][nH:20][c:21]3[cH:22][cH:23]2)([CH2:24][c:25]2[cH:26][cH:27][cH:28][cH:29][cH:30]2)[CH2:10][CH2:11][CH2:12]1)([CH3:5])([CH3:6])[CH3:7].[CH3:34][OH:35].[ClH:33].[Na+:32].[OH-:31]>>[NH:8]1[C:9]([C:13](=[O:14])[c:15]2[cH:16][c:17]3[cH:18][cH:19][nH:20][c:21]3[cH:22][cH:23]2)([CH2:24][c:25]2[cH:26][cH:27][cH:28][cH:29][cH:30]2)[CH2:10][CH2:11][CH2:12]1. The product is O=C(c1ccc2[nH]ccc2c1)C1(Cc2ccccc2)CCCN1. The reactants are CCOC(=O)c1ccc(NC(=O)N(c2c3ccccc3nn2-c2ccccc2)C2CCCCC2)cc1, C1CCOC1, CO, Cl, [Li+], [OH-]. Yields the product O=C(O)c1ccc(NC(=O)N(c2c3ccccc3nn2-c2ccccc2)C2CCCCC2)cc1. Reaction SMILES: [CH2:1]([CH3:2])[O:3][C:4]([c:5]1[cH:6][cH:7][c:8]([NH:11][C:12](=[O:13])[N:14]([c:15]2[n:16](-[c:24]3[cH:25][cH:26][cH:27][cH:28][cH:29]3)[n:17][c:18]3[cH:19][cH:20][cH:21][cH:22][c:23]23)[CH:30]2[CH2:31][CH2:32][CH2:33][CH2:34][CH2:35]2)[cH:9][cH:10]1)=[O:36].[CH2:40]1[O:41][CH2:42][CH2:43][CH2:44]1.[CH3:45][OH:46].[ClH:39].[Li+:37].[OH-:38]>>[O:3]=[C:4]([c:5]1[cH:6][cH:7][c:8]([NH:11][C:12](=[O:13])[N:14]([c:15]2[n:16](-[c:24]3[cH:25][cH:26][cH:27][cH:28][cH:29]3)[n:17][c:18]3[cH:19][cH:20][cH:21][cH:22][c:23]23)[CH:30]2[CH2:31][CH2:32][CH2:33][CH2:34][CH2:35]2)[cH:9][cH:10]1)[OH:36]. Reactants: CN(CC(=O)OC(C)(C)C)C(=O)CCc1cccc(-c2nc(=O)c3ccccc3s2)n1, CC(C)OC(C)C, O=C(O)C(F)(F)F. Yields the product CN(CC(=O)O)C(=O)CCc1cccc(-c2nc(=O)c3ccccc3s2)n1. As a reaction SMILES: [CH3:1][N:2]([C:3]([CH2:4][CH2:5][c:6]1[n:7][c:8](-[c:12]2[s:13][c:14]3[c:15]([c:16](=[O:18])[n:17]2)[cH:19][cH:20][cH:21][cH:22]3)[cH:9][cH:10][cH:11]1)=[O:23])[CH2:24][C:25](=[O:26])[O:27][C:28]([CH3:29])([CH3:30])[CH3:31].[CH:32]([O:33][CH:34]([CH3:35])[CH3:36])([CH3:37])[CH3:38].[OH:39][C:40]([C:41]([F:42])([F:43])[F:44])=[O:45]>>[CH3:1][N:2]([C:3]([CH2:4][CH2:5][c:6]1[n:7][c:8](-[c:12]2[s:13][c:14]3[c:15]([c:16](=[O:18])[n:17]2)[cH:19][cH:20][cH:21][cH:22]3)[cH:9][cH:10][cH:11]1)=[O:23])[CH2:24][C:25](=[O:26])[OH:27]. Starting materials: solution, Cl (hydrogen chloride), Cl.Cl.C(C)(=O)OC(COC1=C(C=C2C(=NC=NC2=C1)NC1=C2C(=CC=C1)OCO2)OC)CN2CCOCC2 (7-(2-acetoxy-3-morpholinopropoxy)-6-methoxy-4-(2,3-methylenedioxyanilino)quinazoline dihydrochloride), C(C)OCC (Diethyl ether), N (ammonia). Solvent: C(C)(C)O (isopropanol), C(Cl)Cl (methylene chloride). Product: Cl.Cl.OC(COC1=C(C=C2C(=NC=NC2=C1)NC1=C2C(=CC=C1)OCO2)OC)CN2CCOCC2 (7-(2-hydroxy-3-morpholinopropoxy)-6-methoxy-4-(2,3-methylenedioxyanilino)quinazoline dihydrochloride salt). RXN SMILES: [ClH:1].Cl.C([O:6][CH:7]([CH2:32][N:33]1[CH2:38][CH2:37][O:36][CH2:35][CH2:34]1)[CH2:8][O:9][C:10]1[CH:19]=[C:18]2[C:13]([C:14]([NH:20][C:21]3[CH:26]=[CH:25][CH:24]=[C:23]4[O:27][CH2:28][O:29][C:22]=34)=[N:15][CH:16]=[N:17]2)=[CH:12][C:11]=1[O:30][CH3:31])(=O)C.N.Cl.C(OCC)C>C(Cl)Cl.C(O)(C)C>[ClH:1].[ClH:1].[OH:6][CH:7]([CH2:32][N:33]1[CH2:38][CH2:37][O:36][CH2:35][CH2:34]1)[CH2:8][O:9][C:10]1[CH:19]=[C:18]2[C:13]([C:14]([NH:20][C:21]3[CH:26]=[CH:25][CH:24]=[C:23]4[O:27][CH2:28][O:29][C:22]=34)=[N:15][CH:16]=[N:17]2)=[CH:12][C:11]=1[O:30][CH3:31] |f:0.1.2,8.9.10|. Reported procedure: A mixture of 7-(2-acetoxy-3-morpholinopropoxy)-6-methoxy-4-(2,3-methylenedioxyanilino)quinazoline dihydrochloride (0.104 g) and a saturated methanolic ammonia solution (3 ml) was stirred at ambient temperature for 16 hours. The mixture was evaporated and the residue was purified by column chromatography on silica (Isolute ammonia-treated silica from International Sorbent Technology Limited, catalogue reference 9470-0100) using a 19:1 mixture of methylene chloride and methanol as eluent. The mate... The reactants are product, FC=1C(=C(C(=O)O)C=CC1F)NC1=C(C=C(C=C1)C#C[Si](C)(C)C)F (3,4-difluoro-2-[[2-fluoro-4-(trimethylsilylethynyl)phenyl]amino]benzoic acid), C(=O)([O-])[O-].[K+].[K+] (K2CO3). Solvent: CO (MeOH). Reaction conditions: time 15 hour. The product is FC1=C(N)C=CC(=C1)C#C[Si](C)(C)C (2-fluoro-4-[(trimethylsilyl)ethynyl]aniline). Yield: 139.0%. As a reaction SMILES: FC1C([NH:12][C:13]2[CH:18]=[CH:17][C:16]([C:19]#[C:20][Si:21]([CH3:24])([CH3:23])[CH3:22])=[CH:15][C:14]=2[F:25])=C(C=CC=1F)C(O)=O.C([O-])([O-])=O.[K+].[K+]>CO>[F:25][C:14]1[CH:15]=[C:16]([C:19]#[C:20][Si:21]([CH3:22])([CH3:24])[CH3:23])[CH:17]=[CH:18][C:13]=1[NH2:12] |f:1.2.3|. Procedure: The product of Step B, 3,4-difluoro-2-[[2-fluoro-4-(trimethylsilylethynyl)phenyl]amino]benzoic acid (3.99 g, 11.0 mmol), was dissolved in MeOH (200 mL), to which was added K2CO3 (3.03 g, 22.0 mmol). This mixture was stirred at room temperature for 15 hours, then the reaction solvent removed under reduced pressure. The resulting residue was dissolved in water (50 mL), to which was added 1 M HCl until the pH=4. The resulting pale brown precipitate was collected by filtration and dried to afford th... The product is CCOC(=O)CC1CN(C1)C(=O)OCc2ccccc2. Reaction SMILES: [CH3:1][N:2]([C:5]([O:7][CH2:8][c:9]1[cH:14][cH:13][cH:12][cH:11][cH:10]1)=[O:6])[CH2:3][C:4](O)=O.[CH3:15][CH2:16][O:17][C:18]([C:20]#C)=[O:19]>>[CH3:15][CH2:16][O:17][C:18]([CH2:20][CH:4]1[CH2:3][N:2]([C:5]([O:7][CH2:8][c:9]2[cH:14][cH:13][cH:12][cH:11][cH:10]2)=[O:6])[CH2:1]1)=[O:19]. Conditions: temperature 110 celsius, time 18 hour. The solvent is CS(=O)C (DMSO). The reactants are C(OCC)(C#C)=O, c1(COC(N(CC(O)=O)C)=O)ccccc1. The reagents and catalysts are c1ccc(cc1)-c2c3ccccc3cc4ccccc24 (9-Phenylanthracene), CC(=O)[O-].[Na+] (NaOAc), (Ir[dF(4CF3)ppy]2(dtbpy))PF6. The reactants are C1(CCCCC1)ON=C(N)C=1N=CN(C1N)[C@H]1[C@H](O)[C@H](O)[C@H](O1)CO (5-amino-1-β-D-ribofuranosylimidazole-4-carboxamide O-cyclohexyl-oxime), C(=S)=S (carbon disulfide). The solvent is C(C)N(CC)CC (triethylamine), CN(C=O)C (N,N-dimethylformamide). Yields the product C1=NC2=C(NC(=S)N=C2N1[C@H]3[C@@H]([C@@H]([C@H](O3)CO)O)O)N (2-thioadenosine). The yield is 65.0%. Reaction SMILES: C1(O[N:8]=[C:9]([C:11]2[N:12]=[CH:13][N:14]([C@@H:17]3[O:23][C@H:22]([CH2:24][OH:25])[C@@H:20]([OH:21])[C@H:18]3[OH:19])[C:15]=2[NH2:16])[NH2:10])CCCCC1.[C:26](=S)=[S:27]>C(N(CC)CC)C.CN(C)C=O>[CH:13]1[N:14]([C@@H:17]2[O:23][C@H:22]([CH2:24][OH:25])[C@@H:20]([OH:21])[C@H:18]2[OH:19])[C:15]2[C:11](=[C:9]([NH2:10])[NH:8][C:26]([N:16]=2)=[S:27])[N:12]=1. Reported procedure: 0.45 g of 5-amino-1-β-D-ribofuranosylimidazole-4-carboxamide O-cyclohexyl-oxime was dissolved in a mixture of 0.2 ml of triethylamine and 5 ml of N,N-dimethylformamide, and 0.5 ml of carbon disulfide was further added to the solution. The resulting mixture was allowed to react in an autoclave at 125° C for 5 hours under autogenous pressure (about 10 Kg/cm2) followed by working up in the same manner as described in Example 15 to obtain 0.26 g (yield, 65%) of 2-thioadenosine having a melting point...